Dataset: the Open Reaction Database (ORD), a public repository of structured organic reaction records. Task: describe an organic reaction: reactants, conditions, products, and yield Reactants: CN(C)CC1=CC=C(O1)CSCCN (2-[[[5-[(dimethylamino)methyl]-2-furanyl]methyl]thio]ethylamine), O(C1=CC=CC=C1)C(C[N+](=O)[O-])(OC1=CC=CC=C1)OC1=CC=CC=C1 (1,1,1-triphenoxy-2-nitroethane). Run in C(C)#N (acetonitrile). Conditions: temperature 40 celsius. Yields the product 28, CN(C)CC1=CC=C(O1)CSCCNC(=C[N+](=O)[O-])OC1=CC=CC=C1 (1-[2-[[[5-[(Dimethylamino)methyl]-2-furanyl]methyl]thio]ethylamino]-2-nitro-1-phenoxyethene). The yield is 1.9%. As a reaction SMILES: [CH3:1][N:2]([CH2:4][C:5]1[O:9][C:8]([CH2:10][S:11][CH2:12][CH2:13][NH2:14])=[CH:7][CH:6]=1)[CH3:3].[O:15]([C:22](OC1C=CC=CC=1)(OC1C=CC=CC=1)[CH2:23][N+:24]([O-:26])=[O:25])[C:16]1[CH:21]=[CH:20][CH:19]=[CH:18][CH:17]=1>C(#N)C>[CH3:3][N:2]([CH2:4][C:5]1[O:9][C:8]([CH2:10][S:11][CH2:12][CH2:13][NH:14][C:22]([O:15][C:16]2[CH:21]=[CH:20][CH:19]=[CH:18][CH:17]=2)=[CH:23][N+:24]([O-:26])=[O:25])=[CH:7][CH:6]=1)[CH3:1]. Reported procedure: 21·4 g (0·1 mol) of 2-[[[5-[(dimethylamino)methyl]-2-furanyl]methyl]thio]ethylamine and 35·1 g (0·1 mol) of 1,1,1-triphenoxy-2-nitroethane are boiled for 3 hours in 250 ml of acetonitrile under a nitrogen atmosphere. The solvent is evaporated off under vacuum after cooling to 40° C. and the yellow oil left behind is chromatographed on 560 g of silica gel with dichloromethane/methanol (95:5). After concentration by evaporation under vacuum, the main fraction yields 28·7 g (76%) of the title compo... The product is NC=1C=CC2=C(N(C(CO2)=O)CC#N)C1 (6-amino-4-cyanomethyl-2H-1,4-benzoxazin-3(4H)-one). The yield is 74.4%. Run at temperature 80 celsius. Reaction SMILES: C(O)(=O)C.O.[C:6]([CH2:8][N:9]1[C:14]2[CH:15]=[C:16]([N+:19]([O-])=O)[CH:17]=[CH:18][C:13]=2[O:12][CH2:11][C:10]1=[O:22])#[N:7]>[Fe].C(O)C>[NH2:19][C:16]1[CH:17]=[CH:18][C:13]2[O:12][CH2:11][C:10](=[O:22])[N:9]([CH2:8][C:6]#[N:7])[C:14]=2[CH:15]=1. Reactants: C(C)(=O)O (acetic acid), O (water), C(#N)CN1C(COC2=C1C=C(C=C2)[N+](=O)[O-])=O (4-cyanomethyl-6-nitro-2H-1,4-benzoxazin-3(4H)-one). Reported procedure: A mixture of ethanol (15 ml), acetic acid (1 g), water (25 ml) and iron (3 g) is stirred at 80° C., and 4-cyanomethyl-6-nitro-2H-1,4-benzoxazin-3(4H)-one (2.33 g) is added portionwise thereto. The whole is stirred at 80° C. until gas evolution ceases. The reaction mixture is mixed with active carbon (1 g) and ethanol (20 ml), refluxed for 15 minutes, and filtered. The filtrate is poured into chilled water. The deposited crystals are collected by filtration, and dried to obtain 6-amino-4-cyanomet... The reagents and catalysts are [Fe] (iron). Solvent: C(C)O (ethanol), C(C)O (ethanol). Reactants: NC=1NC2=C(N1)C=CC=C2 (2-aminobenzimidazole), C(C1=CC=CC=C1)Br (benzyl bromide). The product is C(C1=CC=CC=C1)N1C(N(C2=C1C=CC=C2)CC2=CC=CC=C2)=N (1,3-Dibenzyl-1,3-dihydrobenzoimidazol-2-ylideneamine). As a reaction SMILES: [NH2:1][C:2]1[NH:3][C:4]2[CH:10]=[CH:9][CH:8]=[CH:7][C:5]=2[N:6]=1.[CH2:11](Br)[C:12]1[CH:17]=[CH:16][CH:15]=[CH:14][CH:13]=1>>[CH2:11]([N:3]1[C:4]2[CH:10]=[CH:9][CH:8]=[CH:7][C:5]=2[N:6]([CH2:11][C:12]2[CH:17]=[CH:16][CH:15]=[CH:14][CH:13]=2)[C:2]1=[NH:1])[C:12]1[CH:17]=[CH:16][CH:15]=[CH:14][CH:13]=1. Reported procedure: The title compound was prepared from 2-aminobenzimidazole and benzyl bromide by Procedure A. The title product was isolated by filtration and washed with acetonitrile and water to give the title compound as the hydrobromide salt (solid, mp>300° C.). MS(ES+) m/z 314 ([M+1]+, 100). Reaction SMILES: [C:49]([O-:50])(=[O:51])[CH3:52].[C:54]([O-:55])(=[O:56])[CH3:57].[CH3:1][c:2]1[cH:3][cH:4][c:5]([B:8]([OH:9])[OH:10])[cH:6][cH:7]1.[CH3:43][CH2:44][O:45][C:46](=[O:47])[CH3:48].[Cl:13][c:14]1[cH:15][cH:16][c:17]2[c:18]([NH:31][C:32]([CH2:33][CH2:34][CH3:35])=[O:36])[n:19][n:20]([CH2:23][O:24][CH2:25][CH2:26][Si:27]([CH3:28])([CH3:29])[CH3:30])[c:21]2[cH:22]1.[Cs+:12].[F-:11].[O:37]1[CH2:38][CH2:39][O:40][CH2:41][CH2:42]1.[Pd+2:53]>>[CH3:1][c:2]1[cH:3][cH:4][c:5](-[c:14]2[cH:15][cH:16][c:17]3[c:18]([NH:31][C:32]([CH2:33][CH2:34][CH3:35])=[O:36])[n:19][n:20]([CH2:23][O:24][CH2:25][CH2:26][Si:27]([CH3:28])([CH3:29])[CH3:30])[c:21]3[cH:22]2)[cH:6][cH:7]1. Product: CCCC(=O)Nc1nn(COCC[Si](C)(C)C)c2cc(-c3ccc(C)cc3)ccc12. The reactants are CC(=O)[O-], CC(=O)[O-], Cc1ccc(B(O)O)cc1, CCOC(C)=O, CCCC(=O)Nc1nn(COCC[Si](C)(C)C)c2cc(Cl)ccc12, [Cs+], [F-], C1COCCO1, [Pd+2].